Dataset: the Open Reaction Database (ORD), a public repository of structured organic reaction records. Task: describe an organic reaction: reactants, conditions, products, and yield Starting materials: C(#N)C1=C(C=C(C=C1F)C1=NC(=NC(=C1)C)NC(C)=O)F (N-[4-(4-cyano-3,5-difluorophenyl)-6-methyl-2-pyrimidinyl]acetamide), [H-].[Na+] (sodium hydride), CN(C)C=O (DMF), alcohol, [H-].[Na+] (sodium hydride), CN(C)C=O (DMF), alkoxide, O (water), O.NN (hydrazine monohydrate). Run in CCO (EtOH). Run at temperature 90 celsius, time 12.5 minute. The product is NC1=NC=CC(=N1)C1=CC(=C2C(=NNC2=C1)N)OC (6-(2-Amino-4-pyrimidinyl)-4-(methyloxy)-1H-indazol-3-amine). RXN SMILES: [C:1]([C:3]1[C:8](F)=[CH:7][C:6]([C:10]2[CH:15]=[C:14](C)[N:13]=[C:12]([NH:17]C(=O)C)[N:11]=2)=[CH:5][C:4]=1F)#[N:2].[H-].[Na+].O.[NH2:25][NH2:26].O.CN([CH:31]=[O:32])C>CCO>[NH2:17][C:12]1[N:11]=[C:10]([C:6]2[CH:5]=[C:4]3[C:3]([C:1]([NH2:2])=[N:25][NH:26]3)=[C:8]([O:32][CH3:31])[CH:7]=2)[CH:15]=[CH:14][N:13]=1 |f:1.2,3.4|. Procedure details: To a solution of N-[4-(4-cyano-3,5-difluorophenyl)-6-methyl-2-pyrimidinyl]acetamide in DMF (3 mL) was added sodium hydride (1.5 eq.). To the basic solution was added dropwise a solution of the appropriate alcohol (1 eq.) and sodium hydride (1 eq.) in DMF (3 mL). The vial that contained the alkoxide solution was rinsed with more DMF (1 mL). When the reaction was judged complete (HPLC, ˜1 hour), the reaction mixture was poured onto saturated aqueous ammonium chloride. After standing for ˜10-15 min... The reactants are ClCCl, CC(C)(C)OC(=O)NC(CNc1nnc(-c2ccc3cnc(F)cc3c2)s1)Cc1ccc(C(F)(F)F)cc1, O=C(O)C(F)(F)F. The product is NC(CNc1nnc(-c2ccc3cnc(F)cc3c2)s1)Cc1ccc(C(F)(F)F)cc1, O=C(O)C(F)(F)F. Reaction SMILES: [Cl:46][CH2:47][Cl:48].[F:1][c:2]1[n:3][cH:4][c:5]2[cH:6][cH:7][c:8](-[c:12]3[n:13][n:14][c:15]([NH:17][CH2:18][CH:19]([CH2:20][c:21]4[cH:22][cH:23][c:24]([C:27]([F:28])([F:29])[F:30])[cH:25][cH:26]4)[NH:31][C:32](=[O:33])[O:34][C:35]([CH3:36])([CH3:37])[CH3:38])[s:16]3)[cH:9][c:10]2[cH:11]1.[F:39][C:40]([C:41](=[O:42])[OH:43])([F:44])[F:45]>>[F:1][c:2]1[n:3][cH:4][c:5]2[cH:6][cH:7][c:8](-[c:12]3[n:13][n:14][c:15]([NH:17][CH2:18][CH:19]([CH2:20][c:21]4[cH:22][cH:23][c:24]([C:27]([F:28])([F:29])[F:30])[cH:25][cH:26]4)[NH2:31])[s:16]3)[cH:9][c:10]2[cH:11]1.[F:39][C:40]([C:41](=[O:42])[OH:43])([F:44])[F:45].